From a dataset of the Open Reaction Database (ORD), a public repository of structured organic reaction records. describe an organic reaction: reactants, conditions, products, and yield RXN SMILES: [C:1]([OH:6])(=[O:5])[C@H:2]([CH3:4])[OH:3].[CH:7](=O)[C:8]([CH3:11])([CH3:10])[CH3:9].O.C1(C)C=CC(S(O)(=O)=O)=CC=1.O>OS(O)(=O)=O.CCCCC>[C:8]([C@@H:11]1[O:5][C:1](=[O:6])[C@H:2]([CH3:4])[O:3]1)([CH3:10])([CH3:9])[CH3:7] |f:2.3|. Run at temperature -80 celsius. Starting materials: C([C@@H](O)C)(=O)O (L-Lactic acid), C(C(C)(C)C)=O (pivalaldehyde), O.C1(=CC=C(C=C1)S(=O)(=O)O)C (p-toluene sulfonic acid mono hydrate), O (water). Reagents/catalysts: OS(=O)(=O)O (H2SO4). Procedure: A mixture of L-Lactic acid (106 g of 85% in H2O), pivalaldehyde (220 mL), p-toluene sulfonic acid mono hydrate (2.0 g) and H2SO4 conc. (8 drops) in pentane (800 mL) was refluxed with azeotropic removal of the water formed using a Dean-Stark trap. The supernatant was decanted, washed with water, dried over MgSO4 and concentrated. The resulting residue was dissolved in hexane (800 mL) and cooled to -80° C. for 20 h. Crystals were collected by filtration in a cold room (5° C.) and washed with cold ... Product: C(C)(C)(C)[C@H]1O[C@H](C(O1)=O)C ((2S,5S)-2-(tert-butyl)-5-methyl-1,3-dioxolan-4-one). Run in CCCCC (pentane). Starting materials: CC1(C(NC2=CC=CC(=C12)[N+](=O)[O-])=S)CC(=O)OCC ((±)-Ethyl (3-methyl-4-nitro-2-thioxo-2,3-dihydro-1H-indol-3-yl)acetate), [BH4-].[Na+] (NaBH4). Reagents/catalysts: [Ni] (nickel). The solvent is CO (MeOH), C1CCOC1 (THF). Reaction conditions: time 1 hour. The product is NC1=C2C(CNC2=CC=C1)(C)CC(=O)OCC ((±)-Ethyl (4-amino-3-methyl-2,3-dihydro-1H-indol-3-yl)acetate). RXN SMILES: [CH3:1][C:2]1([CH2:15][C:16]([O:18][CH2:19][CH3:20])=[O:17])[C:10]2[C:5](=[CH:6][CH:7]=[CH:8][C:9]=2[N+:11]([O-])=O)[NH:4][C:3]1=S.[BH4-].[Na+]>CO.C1COCC1.[Ni]>[NH2:11][C:9]1[CH:8]=[CH:7][CH:6]=[C:5]2[C:10]=1[C:2]([CH2:15][C:16]([O:18][CH2:19][CH3:20])=[O:17])([CH3:1])[CH2:3][NH:4]2 |f:1.2|. Reported procedure: To a solution of (±)-ethyl (3-methyl-4-nitro-2-thioxo-2,3-dihydro-1H-indol-3-yl)acetate from Step A (3.65 g, 12.4 mmol) and nickel (H) chloride hexahydrate (23.6 g, 99.2 mmol) in MeOH (30 mL) and THF (30 mL), at 0° C., was added NaBH4 (11.3 g, 298 mmol) in portions, over 1 h. The resulting mixture was stirred for 10 min, then filtered through a pad of Celite, washing with MeOH, and the filtrate was concentrated in vacuo. The residue was purified by silica gel chromatography, eluting with CH2Cl2:... The reactants are FC1=CC=C(C=C1)CCCC(C)C1=CC2=C(C(=C1)O)C=1CNCCC1C(O2)(C)C (8-[5-(4-fluorophenyl)-2-pentyl]-10-hydroxy-5,5-dimethyl-1,2,3,4-tetrahydro-5H-[1]benzopyrano[4,3-c]pyridine), ClCC(=O)N(C)C (2-chloro-N,N-dimethylacetamide). Product: FC1=CC=C(C=C1)CCCC(C)C1=CC2=C(C(=C1)O)C=1CN(CCC1C(O2)(C)C)CC(=O)N(C)C (8-[5-(4-Fluorophenyl)-2-pentyl]-10-hydroxy-N,N,5,5-tetramethyl-1,2,3,4-tetrahydro-5H-[1]benzopyrano[4,3-c]pyridine-2-acetamide). Reaction SMILES: [F:1][C:2]1[CH:7]=[CH:6][C:5]([CH2:8][CH2:9][CH2:10][CH:11]([C:13]2[CH:18]=[C:17]([OH:19])[C:16]3[C:20]4[CH2:21][NH:22][CH2:23][CH2:24][C:25]=4[C:26]([CH3:29])([CH3:28])[O:27][C:15]=3[CH:14]=2)[CH3:12])=[CH:4][CH:3]=1.Cl[CH2:31][C:32]([N:34]([CH3:36])[CH3:35])=[O:33]>>[F:1][C:2]1[CH:7]=[CH:6][C:5]([CH2:8][CH2:9][CH2:10][CH:11]([C:13]2[CH:18]=[C:17]([OH:19])[C:16]3[C:20]4[CH2:21][N:22]([CH2:31][C:32]([N:34]([CH3:36])[CH3:35])=[O:33])[CH2:23][CH2:24][C:25]=4[C:26]([CH3:28])([CH3:29])[O:27][C:15]=3[CH:14]=2)[CH3:12])=[CH:4][CH:3]=1. Reported procedure: The above-titled compound was prepared by reacting 8-[5-(4-fluorophenyl)-2-pentyl]-10-hydroxy-5,5-dimethyl-1,2,3,4-tetrahydro-5H-[1]benzopyrano[4,3-c]pyridine with 2-chloro-N,N-dimethylacetamide according to the method of Example 3. Starting materials: [Al+3], CCOC(C)=O, [H-], [H-], [H-], [H-], [Li+], [Na+], COC(=O)c1c(C)nc2c(ccn2Cc2ccc(F)c(F)c2)c1-c1ccc2c(c1)CCCO2, C1CCOC1, [OH-], O. Product: Cc1nc2c(ccn2Cc2ccc(F)c(F)c2)c(-c2ccc3c(c2)CCCO3)c1CO. As a reaction SMILES: [Al+3:35].[CH3:48][CH2:49][O:50][C:51](=[O:52])[CH3:53].[H-:34].[H-:37].[H-:38].[H-:39].[Li+:36].[Na+:42].[O:1]1[CH2:2][CH2:3][CH2:4][c:5]2[cH:6][c:7](-[c:11]3[c:12]4[c:13]([n:14][c:15]([CH3:21])[c:16]3[C:17](=[O:18])[O:19][CH3:20])[n:22]([CH2:25][c:26]3[cH:27][c:28]([F:33])[c:29]([F:32])[cH:30][cH:31]3)[cH:23][cH:24]4)[cH:8][cH:9][c:10]21.[O:43]1[CH2:44][CH2:45][CH2:46][CH2:47]1.[OH-:41].[OH2:40]>>[O:1]1[CH2:2][CH2:3][CH2:4][c:5]2[cH:6][c:7](-[c:11]3[c:12]4[c:13]([n:14][c:15]([CH3:21])[c:16]3[CH2:17][OH:18])[n:22]([CH2:25][c:26]3[cH:27][c:28]([F:33])[c:29]([F:32])[cH:30][cH:31]3)[cH:23][cH:24]4)[cH:8][cH:9][c:10]21. Starting materials: O (Water), C(CCC)C1=CC(=CN1)C(=O)OCC (ethyl 5-butyl-1H-pyrrole-3-carboxylate), C1(=CC=CC=C1)S(=O)(=O)Cl (Benzenesulfonyl chloride), [H-].[Na+] (sodium hydride). The solvent is O1CCCC1 (tetrahydrofuran). Reaction conditions: time 30 minute. The product is C(CCC)C1=CC(=CN1S(=O)(=O)C1=CC=CC=C1)C(=O)OCC (Ethyl 5-butyl-1-(phenylsulfonyl)-1H-pyrrole-3-carboxylate). Yield: 47.0%. As a reaction SMILES: [CH2:1]([C:5]1[NH:9][CH:8]=[C:7]([C:10]([O:12][CH2:13][CH3:14])=[O:11])[CH:6]=1)[CH2:2][CH2:3][CH3:4].[H-].[Na+].[C:17]1([S:23](Cl)(=[O:25])=[O:24])[CH:22]=[CH:21][CH:20]=[CH:19][CH:18]=1.O>O1CCCC1>[CH2:1]([C:5]1[N:9]([S:23]([C:17]2[CH:22]=[CH:21][CH:20]=[CH:19][CH:18]=2)(=[O:25])=[O:24])[CH:8]=[C:7]([C:10]([O:12][CH2:13][CH3:14])=[O:11])[CH:6]=1)[CH2:2][CH2:3][CH3:4] |f:1.2|. Procedure: Under an argon atmosphere, ethyl 5-butyl-1H-pyrrole-3-carboxylate (976 mg) was dissolved in tetrahydrofuran (50 mL), sodium hydride (60% in oil, 240 mg) was added and the mixture was stirred at room temperature for 30 min. Benzenesulfonyl chloride (0.77 mL) was added, and the mixture was stirred at room temperature for 1 hr. Water was added to the reaction mixture, and the mixture was extracted with ethyl acetate. The extract was washed with water and saturated brine, dried over anhydrous magnes... The reactants are C(C)OC(CN(S(=O)(=O)C1=CC=C(C=C1)C)CCCC)=O (ethyl-[butyl-(toluene-4-sulfonyl)-amino]-acetate), [OH-].[Na+] (sodium hydroxide). Solvent: O (water), CO (methanol), O (water). Product: C(CCC)N(S(=O)(=O)C1=CC=C(C=C1)C)CC(=O)O ([butyl-(toluene-4-sulfonyl)-amino]-acetic acid). RXN SMILES: C([O:3][C:4](=[O:21])[CH2:5][N:6]([CH2:17][CH2:18][CH2:19][CH3:20])[S:7]([C:10]1[CH:15]=[CH:14][C:13]([CH3:16])=[CH:12][CH:11]=1)(=[O:9])=[O:8])C.[OH-].[Na+]>CO.O>[CH2:17]([N:6]([CH2:5][C:4]([OH:21])=[O:3])[S:7]([C:10]1[CH:15]=[CH:14][C:13]([CH3:16])=[CH:12][CH:11]=1)(=[O:9])=[O:8])[CH2:18][CH2:19][CH3:20] |f:1.2|. Procedure details: Dissolve the crude ethyl-[butyl-(toluene-4-sulfonyl)-amino]-acetate (10 mmol) in methanol (25 mL) and water (25 mL). Add sodium hydroxide (10 mmol) and stir the reaction at room temperature for 5 hours. Dilute the reaction with water (100 mL) and rinse with methylene chloride. Neutralize the aqueous with 1N hydrochloric acid and extract with methylene chloride (3×75 mL). Combine the organic extracts and rinse with water (100 mL), brine (100 mL), dry over anhydrous sodium sulfate, filter and conc... The reactants are C(=O)([O-])[O-].[K+].[K+] (K2CO3), C(C1=CC=CC=C1)Br (benzyl bromide), BrC1=C(C=C(C=C1)O)Cl (4-Bromo-3-chlorophenol). Solvent: O (water), CN(C)C=O (DMF). Reaction SMILES: [Br:1][C:2]1[CH:7]=[CH:6][C:5]([OH:8])=[CH:4][C:3]=1[Cl:9].C([O-])([O-])=O.[K+].[K+].[CH2:16](Br)[C:17]1[CH:22]=[CH:21][CH:20]=[CH:19][CH:18]=1>CN(C=O)C.O>[CH2:16]([O:8][C:5]1[CH:6]=[CH:7][C:2]([Br:1])=[C:3]([Cl:9])[CH:4]=1)[C:17]1[CH:22]=[CH:21][CH:20]=[CH:19][CH:18]=1 |f:1.2.3|. Procedure: 4-Bromo-3-chlorophenol (1 g, 4.82 mmol) was dissolved in DMF (10 ml) and K2CO3 (1.332 g, 9.64 mmol) and benzyl bromide (0.630 ml, 5.30 mmol) added. The mixture was stirred under N2 for 1 hr at RT. The mixture was diluted with water (15 mL) and extracted with EtOAc (2×10 mL). The organic fractions were combined, washed with brine (saturated, 1×8 mL), dried over MgSO4, filtered and the volatiles removed in vacuo. The residue was purified by column chromatography on silica gel Biotage 25M, using a ... Reaction conditions: time 1 hour. Yields the product C(C1=CC=CC=C1)OC1=CC(=C(C=C1)Br)Cl (4-(benzyloxy)-1-bromo-2-chlorobenzene). Starting materials: C1(CC1)CN(C1=CC(=NC=N1)C(=O)NC=1C=C2C=NNC2=CC1)CCC (6-[(cyclopropylmethyl)(propyl)amino]-N-1H-indazol-5-ylpyrimidine-4-carboxamide), C([O-])([O-])=O.[K+].[K+] (potassium carbonate), [I-].[K+] (potassium iodide), ClCC(=O)N(C)C (2-chloro-N,N-dimethylacetamide). Solvent: O (water), CN(C)C=O (DMF). Conditions: time 72 hour. The product is C1(CC1)CN(C1=CC(=NC=N1)C(=O)NC1=CC2=CN(N=C2C=C1)CC(=O)N(C)C)CCC (6-[(cyclopropylmethyl)(propyl)amino]-N-{2-[2-(dimethylamino)-2-oxoethyl]-2H-indazol-5-yl}pyrimidine-4-carboxamide). Reaction SMILES: [CH:1]1([CH2:4][N:5]([CH2:24][CH2:25][CH3:26])[C:6]2[N:11]=[CH:10][N:9]=[C:8]([C:12]([NH:14][C:15]3[CH:16]=[C:17]4[C:21](=[CH:22][CH:23]=3)[NH:20][N:19]=[CH:18]4)=[O:13])[CH:7]=2)[CH2:3][CH2:2]1.C(=O)([O-])[O-].[K+].[K+].[I-].[K+].Cl[CH2:36][C:37]([N:39]([CH3:41])[CH3:40])=[O:38]>CN(C=O)C.O>[CH:1]1([CH2:4][N:5]([CH2:24][CH2:25][CH3:26])[C:6]2[N:11]=[CH:10][N:9]=[C:8]([C:12]([NH:14][C:15]3[CH:23]=[CH:22][C:21]4[C:17](=[CH:18][N:19]([CH2:36][C:37]([N:39]([CH3:41])[CH3:40])=[O:38])[N:20]=4)[CH:16]=3)=[O:13])[CH:7]=2)[CH2:3][CH2:2]1 |f:1.2.3,4.5|. Procedure: A solution of 6-((cyclopropylmethyl)(propyl)amino)-N-(1H-indazol-5-yl)pyrimidine-4-carboxamide (Example 45, 350 mg; 1 mmol) in DMF (4 ml) was treated with potassium carbonate (140 mg; 1 mmol), potassium iodide (1 mg) and 2-chloro-N,N-dimethylacetamide (140 mg; 1.15 mmol). After stirring at RT for 72 hours the mixture was poured in water (20 ml) and stirred at RT for 1 hour. The solid was removed by filtration, washed with water and dried. The residue was purified by column chromatography (silica...